This data is from the Open Reaction Database (ORD), a public repository of structured organic reaction records. The task is: describe an organic reaction: reactants, conditions, products, and yield Reactants: N(=[N+]=[N-])CCCCC1(CCCC1)C(=O)N[C@H](C(=O)O)CC1=CC=C(C=C1)C=1C(N(C(N(C1C)C)=O)C)=O ((S)-2-[[1-(4-azidobutyl)cyclopentanecarbonyl]amino]-3-[4-(1,3,6-trimethyl-2,4-dioxo-1,2,3,4-tetrahydropyrimidin-5-yl)phenyl]propionic acid), CP(C)C (trimethylphosphine). Yields the product NCCCCC1(CCCC1)C(=O)N[C@H](C(=O)O)CC1=CC=C(C=C1)C=1C(N(C(N(C1C)C)=O)C)=O ((S)-2-[[1-(4-aminobutyl)cyclopentanecarbonyl]amino]-3-[4-(1,3,6-trimethyl-2,4-dioxo-1,2,3,4-tetrahydropyrimidin-5-yl)phenyl]propionic acid), solid. Isolated yield 99.0%. RXN SMILES: [N:1]([CH2:4][CH2:5][CH2:6][CH2:7][C:8]1([C:13]([NH:15][C@@H:16]([CH2:20][C:21]2[CH:26]=[CH:25][C:24]([C:27]3[C:28](=[O:37])[N:29]([CH3:36])[C:30](=[O:35])[N:31]([CH3:34])[C:32]=3[CH3:33])=[CH:23][CH:22]=2)[C:17]([OH:19])=[O:18])=[O:14])[CH2:12][CH2:11][CH2:10][CH2:9]1)=[N+]=[N-].CP(C)C>>[NH2:1][CH2:4][CH2:5][CH2:6][CH2:7][C:8]1([C:13]([NH:15][C@@H:16]([CH2:20][C:21]2[CH:22]=[CH:23][C:24]([C:27]3[C:28](=[O:37])[N:29]([CH3:36])[C:30](=[O:35])[N:31]([CH3:34])[C:32]=3[CH3:33])=[CH:25][CH:26]=2)[C:17]([OH:19])=[O:18])=[O:14])[CH2:12][CH2:11][CH2:10][CH2:9]1. Procedure: The title compound was prepared using a similar procedure as described in Example 1, Step 10, starting from (S)-2-[[1-(4-azidobutyl)cyclopentanecarbonyl]amino]-3-[4-(1,3,6-trimethyl-2,4-dioxo-1,2,3,4-tetrahydropyrimidin-5-yl)phenyl]propionic acid (1.02 g, 2 mmol) and trimethylphosphine (8 mL, 8 mmol, 1M) to obtain a white solid (0.96 g, 99%). ES(+)-HRMS m/e calcd. for C26H36N4O5 (M+H)+ 485.2759, obsd. 485.2757.